From a dataset of the Open Reaction Database (ORD), a public repository of structured organic reaction records. describe an organic reaction: reactants, conditions, products, and yield Reported procedure: A solution of potassium carbonate (24.9 g) and piperidine (130 mL) in 1:1 ethanol-water (130 mL) was treated with 3-bromopropan-1-ol (25.0 g). The resulting mixture was stirred vigorously for 20 h. Dichloromethane (200 mL) and water (50 mL) were added and the aqueous phase was extracted with dichloromethane (2×100 mL). The combined organic extracts were dried (magnesium sulfate) and evaporated in vacuo. Kugelrohr distillation of the residue (5-10 mm Hg, 120° C.) gave the title compound as a colo... Starting materials: C([O-])([O-])=O.[K+].[K+] (potassium carbonate), N1CCCCC1 (piperidine), C(C)O.O (ethanol water), BrCCCO (3-bromopropan-1-ol). As a reaction SMILES: C(=O)([O-])[O-].[K+].[K+].[NH:7]1[CH2:12][CH2:11][CH2:10][CH2:9][CH2:8]1.C(O)C.O.Br[CH2:18][CH2:19][CH2:20][OH:21]>O.ClCCl>[N:7]1([CH2:18][CH2:19][CH2:20][OH:21])[CH2:12][CH2:11][CH2:10][CH2:9][CH2:8]1 |f:0.1.2,4.5|. Conditions: time 20 hour. The solvent is O (water), ClCCl (Dichloromethane). Product: N1(CCCCC1)CCCO (3-Piperidin-1-yl-propan-1-ol). Starting materials: C(C1=CC=CC=C1)OC1CC(C1)=CC#N ([3-(benzyloxy)cyclobutylidene]acetonitrile), N1N=CC(=C1)C=1C2=C(N=CN1)N(C=C2)COCC[Si](C)(C)C (4-(1H-pyrazol-4-yl)-7-[2-(trimethylsilyl)ethoxy]methyl-7H-pyrrolo[2,3-d]pyrimidine), N12CCCCCC2=NCCC1 (1,8-diazabicyclo[5.4.0]undec-7-ene). Run in C(C)#N (acetonitrile). Run at temperature 50 celsius. Product: C(C1=CC=CC=C1)OC1CC(C1)(N1N=CC(=C1)C=1C2=C(N=CN1)N(C=C2)COCC[Si](C)(C)C)CC#N (3-(benzyloxy)-1-[4-(7-[2-(trimethylsilyl)ethoxy]methyl-7H-pyrrolo[2,3-d]pyrimidin-4-yl)-1H-pyrazol-1-yl]cyclobutylacetonitrile). As a reaction SMILES: [CH2:1]([O:8][CH:9]1[CH2:12][C:11](=[CH:13][C:14]#[N:15])[CH2:10]1)[C:2]1[CH:7]=[CH:6][CH:5]=[CH:4][CH:3]=1.[NH:16]1[CH:20]=[C:19]([C:21]2[C:22]3[CH:29]=[CH:28][N:27]([CH2:30][O:31][CH2:32][CH2:33][Si:34]([CH3:37])([CH3:36])[CH3:35])[C:23]=3[N:24]=[CH:25][N:26]=2)[CH:18]=[N:17]1.N12CCCN=C1CCCCC2>C(#N)C>[CH2:1]([O:8][CH:9]1[CH2:12][C:11]([CH2:13][C:14]#[N:15])([N:16]2[CH:20]=[C:19]([C:21]3[C:22]4[CH:29]=[CH:28][N:27]([CH2:30][O:31][CH2:32][CH2:33][Si:34]([CH3:37])([CH3:36])[CH3:35])[C:23]=4[N:24]=[CH:25][N:26]=3)[CH:18]=[N:17]2)[CH2:10]1)[C:2]1[CH:7]=[CH:6][CH:5]=[CH:4][CH:3]=1. Procedure: To a mixture of [3-(benzyloxy)cyclobutylidene]acetonitrile (0.1 g, 0.0005 mol) and 4-(1H-pyrazol-4-yl)-7-[2-(trimethylsilyl)ethoxy]methyl-7H-pyrrolo[2,3-d]pyrimidine (0.1 g, 0.0003 mol) in acetonitrile (5 mL) was added 1,8-diazabicyclo[5.4.0]undec-7-ene (0.05 mL, 0.0003 mol) under nitrogen. The mixture was heated at 50° C. overnight, then concentrated under reduced pressure. The residue was purified with combiflash (silica gel, 0-55% EtOAc/Hex) to give the desired product as cis- and trans-isome... Reactants: NC1=NC=NC(=C1C(=O)N)N1CCC(CC1)C=1N(C=C(N1)C1=CC(=C(C=C1)F)C(F)(F)F)C (4-Amino-6-{4-[4-(4-fluoro-3-trifluoromethyl-phenyl)-1-methyl-1H-imidazol-2-yl]-piperidin-1-yl}-pyrimidine-5-carboxamide), NC1=NC=NC(=C1C#N)N1CCC(CC1)C=1N(C=C(N1)C1=CC=C(C=C1)OC(F)F)CCN1CCC1 (4-Amino-6-{4-[1-(2-azetidin-1-yl-ethyl)-4-(4-difluoromethoxy-phenyl)-1H-imidazol-2-yl]-piperidin-1-yl}-pyrimidine-5-carbonitrile). Yields the product NC1=NC=NC(=C1C(=O)N)N1CCC(CC1)C=1N(C=C(N1)C1=CC=C(C=C1)OC(F)F)CCN1CCC1 (4-Amino-6-{4-[1-(2-azetidin-1-yl-ethyl)-4-(4-difluoromethoxy-phenyl)-1H-imidazol-2-yl]-piperidin-1-yl}-pyrimidine-5-carboxylic acid amide). As a reaction SMILES: NC1C(C(N)=[O:9])=C(N2CCC(C3N(C)C=C(C4C=CC(F)=C(C(F)(F)F)C=4)N=3)CC2)N=CN=1.[NH2:34][C:35]1[C:40]([C:41]#[N:42])=[C:39]([N:43]2[CH2:48][CH2:47][CH:46]([C:49]3[N:50]([CH2:64][CH2:65][N:66]4[CH2:69][CH2:68][CH2:67]4)[CH:51]=[C:52]([C:54]4[CH:59]=[CH:58][C:57]([O:60][CH:61]([F:63])[F:62])=[CH:56][CH:55]=4)[N:53]=3)[CH2:45][CH2:44]2)[N:38]=[CH:37][N:36]=1>>[NH2:34][C:35]1[C:40]([C:41]([NH2:42])=[O:9])=[C:39]([N:43]2[CH2:48][CH2:47][CH:46]([C:49]3[N:50]([CH2:64][CH2:65][N:66]4[CH2:67][CH2:68][CH2:69]4)[CH:51]=[C:52]([C:54]4[CH:55]=[CH:56][C:57]([O:60][CH:61]([F:63])[F:62])=[CH:58][CH:59]=4)[N:53]=3)[CH2:45][CH2:44]2)[N:38]=[CH:37][N:36]=1. Reported procedure: The title compound was prepared in an analogous manner as 4-Amino-6-{4-[4-(4-fluoro-3-trifluoromethyl-phenyl)-1-methyl-1H-imidazol-2-yl]-piperidin-1-yl}-pyrimidine-5-carboxamide using 4-Amino-6-{4-[1-(2-azetidin-1-yl-ethyl)-4-(4-difluoromethoxy-phenyl)-1H-imidazol-2-yl]-piperidin-1-yl}-pyrimidine-5-carbonitrile instead of 4-amino-6-(4-{4-[4-fluoro-3-(trifluoromethyl)phenyl]-1-methyl-1H-imidazol-2-yl}piperidin-1-yl)pyrimidine-5-carbonitrile. LC-MS: (M+1=513, obsd.=513). The reactants are C1CCOC1, CO, O=C[O-], CC(C)(C)n1nc(-c2ccc(OCc3ccccc3)cc2)c(C(N)=O)c1N, [NH4+]. The product is CC(C)(C)n1nc(-c2ccc(O)cc2)c(C(N)=O)c1N. As a reaction SMILES: [CH2:34]1[O:35][CH2:36][CH2:37][CH2:38]1.[CH3:32][OH:33].[CH:1]([O-:2])=[O:3].[NH2:5][c:6]1[c:7]([C:29](=[O:30])[NH2:31])[c:8](-[c:15]2[cH:16][cH:17][c:18]([O:21][CH2:22][c:23]3[cH:24][cH:25][cH:26][cH:27][cH:28]3)[cH:19][cH:20]2)[n:9][n:10]1[C:11]([CH3:12])([CH3:13])[CH3:14].[NH4+:4]>>[NH2:5][c:6]1[c:7]([C:29](=[O:30])[NH2:31])[c:8](-[c:15]2[cH:16][cH:17][c:18]([OH:21])[cH:19][cH:20]2)[n:9][n:10]1[C:11]([CH3:12])([CH3:13])[CH3:14]. Reactants: CC#N, CCc1ccc(-c2ccc(C(F)(F)F)c(Cl)n2)cc1, O=C(O)C(F)(F)F, NCCCO. Product: CCc1ccc(-c2ccc(C(F)(F)F)c(NCCCO)n2)cc1. RXN SMILES: [CH3:25][C:26]#[N:27].[Cl:1][c:2]1[n:3][c:4](-[c:12]2[cH:13][cH:14][c:15]([CH2:18][CH3:19])[cH:16][cH:17]2)[cH:5][cH:6][c:7]1[C:8]([F:9])([F:10])[F:11].[F:28][C:29]([F:30])([F:31])[C:32]([OH:33])=[O:34].[NH2:20][CH2:21][CH2:22][CH2:23][OH:24]>>[c:2]1([NH:20][CH2:21][CH2:22][CH2:23][OH:24])[n:3][c:4](-[c:12]2[cH:13][cH:14][c:15]([CH2:18][CH3:19])[cH:16][cH:17]2)[cH:5][cH:6][c:7]1[C:8]([F:9])([F:10])[F:11]. The reactants are C(C1=CC=CC=C1)C1=C(C(=C2C(=CC=CN12)NCC(=O)OC)C(C(=O)N)=O)C (2-(3-Benzyl-8-methoxycarbonylmethylamino-2-methyl-indolizin-1-yl)-glyoxylamide), CO (methanol), C(C1=CC=CC=C1)C1=C(C(=C2C(=CC=CN12)NCC(=O)O)C(C(=O)N)=O)C (2-(3-Benzyl-8-carboxymethylamino-2-methyl-indolizin-1-yl)-glyoxylamide), 52. Solvent: CCOCC (ether). The product is COC(=O)CNC1=CC=CN2C(=C(C(=C12)C(C(=O)N)=O)C)CC1CCCCC1 (2-(8-methoxycarbonylmethylamino-3-cyclohexylmethyl-2-methyl-indolizin-1-yl)-glyoxylamide). RXN SMILES: [CH2:1]([C:8]1[N:16]2[C:11]([C:12]([NH:17][CH2:18][C:19]([O:21][CH3:22])=[O:20])=[CH:13][CH:14]=[CH:15]2)=[C:10]([C:23](=[O:27])[C:24]([NH2:26])=[O:25])[C:9]=1[CH3:28])[C:2]1[CH:7]=[CH:6][CH:5]=[CH:4][CH:3]=1.C(C1N2C(C(NCC(O)=O)=CC=C2)=C(C(=O)C(N)=O)C=1C)C1C=CC=CC=1.CO>CCOCC>[CH3:22][O:21][C:19]([CH2:18][NH:17][C:12]1[C:11]2[N:16]([C:8]([CH2:1][CH:2]3[CH2:3][CH2:4][CH2:5][CH2:6][CH2:7]3)=[C:9]([CH3:28])[C:10]=2[C:23](=[O:27])[C:24]([NH2:26])=[O:25])[CH:15]=[CH:14][CH:13]=1)=[O:20]. Reported procedure: Compound 89a was converted to 90a by the same procedure cited for the preparation of 52 from 51. Mp, 293° C. (dec.) (methanol:ether). 61% Yield.